This data is from the Open Reaction Database (ORD), a public repository of structured organic reaction records. The task is: describe an organic reaction: reactants, conditions, products, and yield Reactants: [Al+3], C1CCOC1, [H-], [H-], [H-], [H-], [Li+], [Na+], [OH-], O, CCOC(=O)c1cc2c(cn1)CCC2. The product is OCc1cc2c(cn1)CCC2. Reaction SMILES: [Al+3:21].[CH2:15]1[O:16][CH2:17][CH2:18][CH2:19]1.[H-:20].[H-:23].[H-:24].[H-:25].[Li+:22].[Na+:27].[OH-:26].[OH2:28].[cH:1]1[n:2][c:3]([C:10](=[O:11])[O:12][CH2:13][CH3:14])[cH:4][c:5]2[c:6]1[CH2:7][CH2:8][CH2:9]2>>[cH:1]1[n:2][c:3]([CH2:10][OH:11])[cH:4][c:5]2[c:6]1[CH2:7][CH2:8][CH2:9]2. Reactants: COCOC (methylal), Cl (hydrochloric acid), Cl.Cl.C(CCCCCCC)NC(=N)NC(=N)NCCCCCCCC (N1,N5-dioctyl-biguanide dihydrochloride). The solvent is C(CCC)O (butanol). Product: C(C)(=O)O.C(CCCCCCC)NC1=NCN=C(N1)NCCCCCCCC (3,6-Dihydro-2,4-dioctylamino-1,3,5-triazine acetate). Isolated yield 72.4%. RXN SMILES: [CH3:1][O:2][CH2:3][O:4]C.Cl.Cl.Cl.[CH2:9]([NH:17][C:18]([NH:20][C:21]([NH:23][CH2:24][CH2:25][CH2:26][CH2:27][CH2:28][CH2:29][CH2:30][CH3:31])=[NH:22])=[NH:19])[CH2:10][CH2:11][CH2:12][CH2:13][CH2:14][CH2:15][CH3:16]>C(O)CCC>[C:3]([OH:4])(=[O:2])[CH3:9].[CH2:24]([NH:23][C:21]1[NH:20][C:18]([NH:17][CH2:9][CH2:10][CH2:11][CH2:12][CH2:13][CH2:14][CH2:15][CH3:16])=[N:19][CH2:1][N:22]=1)[CH2:25][CH2:26][CH2:27][CH2:28][CH2:29][CH2:30][CH3:31] |f:2.3.4,6.7|. Procedure: 200 ml of butanol, 13 ml (0.15 mol) of methylal and 1.2 ml of concentrated hydrochloric acid were added to 5.8 g (14.6 mmol) of N1,N5-dioctyl-biguanide dihydrochloride, and the mixture was refluxed for 28 hours. The solvent was distilled off under reduced pressure. To the residue were added 50 ml of ethanol, 30 ml of water, and 5.9 ml of 5N sodium hydroxide, and the mixture was refluxed for 1 hour, concentrated under reduced pressure, and extracted with ethyl acetate. The extract was washed succ... The reactants are N#Cc1cc(F)ccc1F, [H-], [Na+], CN(C)C=O, OCc1ccccc1. The product is N#Cc1cc(F)ccc1OCc1ccccc1. RXN SMILES: [F:11][c:12]1[c:13]([C:14]#[N:15])[cH:16][c:17]([F:20])[cH:18][cH:19]1.[H-:1].[Na+:2].[O:21]=[CH:22][N:23]([CH3:24])[CH3:25].[OH:3][CH2:4][c:5]1[cH:6][cH:7][cH:8][cH:9][cH:10]1>>[O:3]([CH2:4][c:5]1[cH:6][cH:7][cH:8][cH:9][cH:10]1)[c:12]1[c:13]([C:14]#[N:15])[cH:16][c:17]([F:20])[cH:18][cH:19]1. Reaction SMILES: S(Cl)(Cl)(=O)=[O:2].[Cl:6][C:7]1[CH:8]=[C:9]([S:14][CH2:15][CH2:16][CH2:17][CH2:18][O:19][C:20]2[CH:21]=[CH:22][C:23]3[NH:28][C:27](=[O:29])[O:26][C:25]([CH3:31])([CH3:30])[C:24]=3[CH:32]=2)[CH:10]=[CH:11][C:12]=1[Cl:13]>C(Cl)Cl>[Cl:6][C:7]1[CH:8]=[C:9]([S:14]([CH2:15][CH2:16][CH2:17][CH2:18][O:19][C:20]2[CH:21]=[CH:22][C:23]3[NH:28][C:27](=[O:29])[O:26][C:25]([CH3:30])([CH3:31])[C:24]=3[CH:32]=2)=[O:2])[CH:10]=[CH:11][C:12]=1[Cl:13]. Reaction conditions: time 15 hour. Reactants: S(=O)(=O)(Cl)Cl (sulfurylchloride), ClC=1C=C(C=CC1Cl)SCCCCOC=1C=CC2=C(C(OC(N2)=O)(C)C)C1 (6-[4-(3,4-dichloro-phenylmercapto)-butoxy]-4,4-dimethyl-4H-3,1-benzoxazin-2-one). Reported procedure: A solution of 1 gm (0.0085 mol) of sulfurylchloride in 5 ml of methylene chloride is added dropwise, at -70° C., to a solution of 3.2 gm (0.0075 mol) of 6-[4-(3,4-dichloro-phenylmercapto)-butoxy]-4,4-dimethyl-4H-3,1-benzoxazin-2-one in 50 ml of methylene chloride, under stirring, and after it has all been added, stirring is continued at -70° C. for 15 hours. After heating to ambient temperature, aqueous soda solution is added, under vigorous stirring, and the organic phase is separated from the ... Product: ClC=1C=C(C=CC1Cl)S(=O)CCCCOC=1C=CC2=C(C(OC(N2)=O)(C)C)C1 (6-[4-(3,4-Dichloro-phenylsulfinyl)-butoxy]-4,4-dimethyl-4H-3,1-benzoxazin-2-one). The solvent is C(Cl)Cl (methylene chloride), C(Cl)Cl (methylene chloride). The reactants are S(=S)(=O)([O-])[O-].[Na+].[Na+] (sodium thiosulfate), ClC1=CC(=CC=C1)C(=O)OO (m-chloroperbenzoic acid), C(O)([O-])=O.[Na+] (sodium hydrogencarbonate), CC12CC(C(C2C(C1)O)(C)C)=O (1,4,4-trimethyl-6-hydroxybicyclo[3.2.0]heptan-3-one). The solvent is C(Cl)Cl (methylene chloride). Run at time 8 hour. Yields the product CC12CC(OC(C2C(C1)O)(C)C)=O (1,5,5-trimethyl-7-hydroxy-4-oxabicyclo[4.2.0]octan-3-one). The yield is 94.7%. RXN SMILES: [CH3:1][C:2]12[CH2:8][CH:7]([OH:9])[CH:6]1[C:5]([CH3:11])([CH3:10])[C:4](=[O:12])[CH2:3]2.ClC1C=CC=C(C(OO)=[O:21])C=1.C(=O)([O-])O.[Na+].S([O-])([O-])(=O)=S.[Na+].[Na+]>C(Cl)Cl>[CH3:1][C:2]12[CH2:8][CH:7]([OH:9])[CH:6]1[C:5]([CH3:10])([CH3:11])[O:21][C:4](=[O:12])[CH2:3]2 |f:2.3,4.5.6|. Reported procedure: To a solution of 400 mg of the hydroxyketone (IV) in 8 ml of methylene chloride, while being cooled in ice, were added 770 mg of m-chloroperbenzoic acid and 480 mg of sodium hydrogencarbonate. The mixture was stirred overnight at room temperature and then treated with 10 ml of 10% sodium thiosulfate solution. The aqueous layer was separated and extracted three time with methylene chloride. The combined methylene chloride layer was washed with saturated aqueous sodium bicarbonate solution, then w... Starting materials: C(=O)(C(F)(F)F)O (TFA), C(N)(=O)C1=CC(=C(C=C1)NC(=O)C=1N(C=C(N1)C#N)COCC[Si](C)(C)C)C1=CCCCC1 (4-cyano-1-(2-trimethylsilanyl-ethoxymethyl)-1H-imidazole-2-carboxylic acid (4-carbamoyl-2-cyclohex-1-enyl-phenyl)-amide), C(CC)O (n-propanol). Solvent: C(Cl)Cl (DCM). Reaction conditions: time 3 hour. The product is C(N)(=O)C1=CC(=C(C=C1)NC(=O)C=1NC=C(N1)C#N)C1=CCCCC1 (4-Cyano-1H-imidazole-2-carboxylic acid (4-carbamoyl-2-cyclohex-1-enyl-phenyl)-amide). Yield: 61.0%. Reaction SMILES: [C:1]([C:4]1[CH:9]=[CH:8][C:7]([NH:10][C:11]([C:13]2[N:14](COCC[Si](C)(C)C)[CH:15]=[C:16]([C:18]#[N:19])[N:17]=2)=[O:12])=[C:6]([C:28]2[CH2:33][CH2:32][CH2:31][CH2:30][CH:29]=2)[CH:5]=1)(=[O:3])[NH2:2].C(O)(C(F)(F)F)=O.C(O)CC>C(Cl)Cl>[C:1]([C:4]1[CH:9]=[CH:8][C:7]([NH:10][C:11]([C:13]2[NH:14][CH:15]=[C:16]([C:18]#[N:19])[N:17]=2)=[O:12])=[C:6]([C:28]2[CH2:33][CH2:32][CH2:31][CH2:30][CH:29]=2)[CH:5]=1)(=[O:3])[NH2:2]. Procedure details: To a solution of 4-cyano-1-(2-trimethylsilanyl-ethoxymethyl)-1H-imidazole-2-carboxylic acid (4-carbamoyl-2-cyclohex-1-enyl-phenyl)-amide (as prepared in the previous step, 200 mg, 0.430 mmol) in 6 mL of DCM was added 2 mL of TFA. After stirring at RT for 3 h, the mixture was treated with 20 mL of n-propanol and concentrated in vacuo. The residue was purified by flash chromatography on silica gel (4-6% MeOH/DCM) to afford 88.0 mg (61%) of the title compound as a white solid. 1H-NMR (CD3OD; 400 MH... Starting materials: O (Water), [N+](=O)([O-])C1=CC=C(C=C1)S(=O)(=O)Cl (4-Nitrobenzenesulfonyl chloride), C(C=1C(N)=CC=CC1)(=O)OC (methyl anthranilate), N1=CC=CC=C1 (pyridine). Solvent: C(Cl)Cl (DCM). Conditions: time 16 hour. Yields the product COC(C1=C(C=CC=C1)NS(=O)(=O)C1=CC=C(C=C1)[N+](=O)[O-])=O (2-(4-nitro-benzenesulfonylamino)-benzoic acid methyl ester). As a reaction SMILES: [N+:1]([C:4]1[CH:9]=[CH:8][C:7]([S:10](Cl)(=[O:12])=[O:11])=[CH:6][CH:5]=1)([O-:3])=[O:2].[C:14]([O:23][CH3:24])(=[O:22])[C:15]1[C:16](=[CH:18][CH:19]=[CH:20][CH:21]=1)[NH2:17].N1C=CC=CC=1.O>C(Cl)Cl>[CH3:24][O:23][C:14](=[O:22])[C:15]1[CH:21]=[CH:20][CH:19]=[CH:18][C:16]=1[NH:17][S:10]([C:7]1[CH:8]=[CH:9][C:4]([N+:1]([O-:3])=[O:2])=[CH:5][CH:6]=1)(=[O:12])=[O:11]. Procedure details: 4-Nitrobenzenesulfonyl chloride (2.22 g, 10 mmol) is added to a solution of methyl anthranilate (1.51 g, 10 mmol) in 20 mL of DCM at RT, followed by slow addition of pyridine (0.97 mL, 12 mmol). The reaction is stirred 16 h at RT. Water (1 mL) is added. After 1 h, the mixture is partitioned between DCM (40 mL) and water (30 mL). The organic phase is washed with water (30 mL) and brine (30 mL), dried over anhydrous magnesium sulfate and concentrated under vacuum to an orange solid. The solid is r...